This data is from the Open Reaction Database (ORD), a public repository of structured organic reaction records. The task is: describe an organic reaction: reactants, conditions, products, and yield The reactants are [Br-], C1CCOC1, C[Mg+], N#Cc1ccc(-c2cnccc2C=O)cc1Cl. The product is CC(O)c1ccncc1-c1ccc(C#N)c(Cl)c1. RXN SMILES: [Br-:1].[CH2:21]1[O:22][CH2:23][CH2:24][CH2:25]1.[CH3:2][Mg+:3].[Cl:4][c:5]1[c:6]([C:7]#[N:8])[cH:9][cH:10][c:11](-[c:13]2[cH:14][n:15][cH:16][cH:17][c:18]2[CH:19]=[O:20])[cH:12]1>>[CH3:2][CH:19]([c:18]1[c:13](-[c:11]2[cH:10][cH:9][c:6]([C:7]#[N:8])[c:5]([Cl:4])[cH:12]2)[cH:14][n:15][cH:16][cH:17]1)[OH:20]. Reactants: CC(C)(C)OC(=O)N1CCN(c2c(Cl)cccc2[N+](=O)[O-])CC1, ClCCl, O=C(O)C(F)(F)F. Yields the product O=[N+]([O-])c1cccc(Cl)c1N1CCNCC1. RXN SMILES: [C:1]([O:2][C:3](=[O:4])[N:8]1[CH2:9][CH2:10][N:11]([c:14]2[c:15]([Cl:23])[cH:16][cH:17][cH:18][c:19]2[N+:20](=[O:21])[O-:22])[CH2:12][CH2:13]1)([CH3:5])([CH3:6])[CH3:7].[Cl:24][CH2:25][Cl:26].[OH:27][C:28]([C:29]([F:30])([F:31])[F:32])=[O:33]>>[NH:8]1[CH2:9][CH2:10][N:11]([c:14]2[c:15]([Cl:23])[cH:16][cH:17][cH:18][c:19]2[N+:20](=[O:21])[O-:22])[CH2:12][CH2:13]1. Reactants: FC1=CC(=C(C=C1)C(C\C(\C1=CN(C(C=C1)=O)C)=N/OC(CC(=O)OC)=O)C1=CC=C(C=C1)C1=CC=C(C=C1)NC(CC(=O)OC)=O)C ((E)-methyl 3-(4′-(1-(4-fluoro-2-methylphenyl)-3-(3-methoxy-3-oxopropanoyloxyimino)-3-(1-methyl-6-oxo-1,6-dihydropyridin-3-yl)propyl)biphenyl-4-ylamino)-3-oxopropanoate), O.[OH-].[Li+] (lithium hydroxide monohydrate). The solvent is O1CCOCC1 (dioxane), O (water). Run at time 2.25 hour. Yields the product FC1=CC(=C(C=C1)C(C\C(\C1=CN(C(C=C1)=O)C)=N/O)C1=CC=C(C=C1)C1=CC=C(C=C1)NC(CC(=O)O)=O)C (N-{4′-[1-(4-Fluoro-2-methyl-phenyl)-3-[(E)-hydroxyimino]-3-(1-methyl-6-oxo-1,6-dihydro-pyridin-3-yl)-propyl]-biphenyl-4-yl}-malonamic acid). Reaction SMILES: [F:1][C:2]1[CH:7]=[CH:6][C:5]([CH:8]([C:28]2[CH:33]=[CH:32][C:31]([C:34]3[CH:39]=[CH:38][C:37]([NH:40][C:41](=[O:47])[CH2:42][C:43]([O:45]C)=[O:44])=[CH:36][CH:35]=3)=[CH:30][CH:29]=2)[CH2:9]/[C:10](=[N:19]\[O:20]C(=O)CC(OC)=O)/[C:11]2[CH:16]=[CH:15][C:14](=[O:17])[N:13]([CH3:18])[CH:12]=2)=[C:4]([CH3:48])[CH:3]=1.O.[OH-].[Li+]>O1CCOCC1.O>[F:1][C:2]1[CH:7]=[CH:6][C:5]([CH:8]([C:28]2[CH:33]=[CH:32][C:31]([C:34]3[CH:35]=[CH:36][C:37]([NH:40][C:41](=[O:47])[CH2:42][C:43]([OH:45])=[O:44])=[CH:38][CH:39]=3)=[CH:30][CH:29]=2)[CH2:9]/[C:10](=[N:19]\[OH:20])/[C:11]2[CH:16]=[CH:15][C:14](=[O:17])[N:13]([CH3:18])[CH:12]=2)=[C:4]([CH3:48])[CH:3]=1 |f:1.2.3|. Reported procedure: To a solution of (E)-methyl 3-(4′-(1-(4-fluoro-2-methylphenyl)-3-(3-methoxy-3-oxopropanoyloxyimino)-3-(1-methyl-6-oxo-1,6-dihydropyridin-3-yl)propyl)biphenyl-4-ylamino)-3-oxopropanoate (0.044 g, 67.1 μmol, from example 399) in dioxane (1 mL) and water (1 mL) was added lithium hydroxide monohydrate (7.04 mg, 168 μmol). The resulting clear solution was stirred at room temperature for 2.25 hours, and then the solvents were removed. The residue was dissolved in water (2 mL) and the pH of the solutio... The reactants are Cl (hydrogen chloride), CN(CC=C1CCN(CC1)CCOC1=CC=CC=C1)C (4-(2-dimethylaminoethylidene)-1-(2-phenoxyethyl)piperidine), product, C([O-])(O)=O.[Na+] (sodium bicarbonate). Reagents/catalysts: [Pd] (palladium on charcoal). Solvent: IMS, CCOCC (ether), CCOCC (ether). The product is Cl.Cl.CN(CCC1CCN(CC1)CCOC1=CC=CC=C1)C (4-(2-dimethylamino-ethyl)-1-(2-phenoxyethyl)piperidine dihydrochloride). Reaction SMILES: [CH3:1][N:2]([CH3:20])[CH2:3][CH:4]=[C:5]1[CH2:10][CH2:9][N:8]([CH2:11][CH2:12][O:13][C:14]2[CH:19]=[CH:18][CH:17]=[CH:16][CH:15]=2)[CH2:7][CH2:6]1.C(=O)(O)[O-].[Na+].[ClH:26]>[Pd].CCOCC>[ClH:26].[ClH:26].[CH3:20][N:2]([CH3:1])[CH2:3][CH2:4][CH:5]1[CH2:6][CH2:7][N:8]([CH2:11][CH2:12][O:13][C:14]2[CH:15]=[CH:16][CH:17]=[CH:18][CH:19]=2)[CH2:9][CH2:10]1 |f:1.2,6.7.8|. Procedure: A mixture of 4-(2-dimethylaminoethylidene)-1-(2-phenoxyethyl)piperidine (2.0 g) (The product of Example 37 was treated with aqueous sodium bicarbonate solution and ether. The ether was separated, washed, dried and evaporated to give the free base.) in IMS (200 ml) and a catalytic amount of 10% palladium on charcoal was hydrogenated at atmospheric pressure for 5 hours. The catalyst was removed by filtration. The filtrate was evaporated to give an oil which was dissolved in ether and then acidifie... The reactants are Cl, OCC1COc2ccccc2O1, Cc1ccc(S(=O)(=O)Cl)cc1, c1ccncc1. The product is Cc1ccc(S(=O)(=O)OCC2COc3ccccc3O2)cc1. Reaction SMILES: [ClH:24].[O:12]1[CH:13]([CH2:22][OH:23])[CH2:14][O:15][c:16]2[c:17]1[cH:18][cH:19][cH:20][cH:21]2.[c:1]1([CH3:11])[cH:2][cH:3][c:4]([S:7](=[O:8])(=[O:9])[Cl:10])[cH:5][cH:6]1.[cH:25]1[cH:26][cH:27][n:28][cH:29][cH:30]1>>[c:1]1([CH3:11])[cH:2][cH:3][c:4]([S:7](=[O:8])(=[O:9])[O:23][CH2:22][CH:13]2[O:12][c:17]3[c:16]([cH:21][cH:20][cH:19][cH:18]3)[O:15][CH2:14]2)[cH:5][cH:6]1.